This data is from the Open Reaction Database (ORD), a public repository of structured organic reaction records. The task is: describe an organic reaction: reactants, conditions, products, and yield Starting materials: C1(CC1)C=1C=NC=C(C#N)C1 (5-cyclopropylnicotinonitrile), [O-]CC.[Na+] (sodium ethoxide). Run in C(C)O (ethanol). Conditions: time 12 hour. Yields the product C1(CC1)C=1C=NC=C(C(OCC)=N)C1 (Ethyl 5-cyclopropylnicotinimidate). Isolated yield 76.3%. As a reaction SMILES: [CH:1]1([C:4]2[CH:5]=[N:6][CH:7]=[C:8]([CH:11]=2)[C:9]#[N:10])[CH2:3][CH2:2]1.[O-:12][CH2:13][CH3:14].[Na+]>C(O)C>[CH:1]1([C:4]2[CH:5]=[N:6][CH:7]=[C:8]([CH:11]=2)[C:9](=[NH:10])[O:12][CH2:13][CH3:14])[CH2:2][CH2:3]1 |f:1.2|. Reported procedure: To a solution of 5-cyclopropylnicotinonitrile (0.45 g, 3.1 mmol) in ethanol was added sodium ethoxide (0.212 g, 3.1 mmol). The reaction mixture was stirred at room temperature for 12 h. The solvent was removed under reduced pressure, and the residue was partitioned between water and ethyl acetate. The organic layer was concentrated under reduced pressure to afford the title compound (0.45 g) which was used without further purification. MS (ES+APCI) (M+H) 191.2; LCMS retention time 1.149 min (Met... The reactants are CC=1C=CC=2N(N1)C(=NN2)S (6-methyl-[1,2,4]triazolo[4,3-b]pyridazine-3-thiol), C (charcoal), BrC=1C=NC2=CC=C(C=C2C1)OS(=O)(=O)C(F)(F)F (trifluoromethanesulfonic acid 3-bromo-quinolin-6-yl ester), C(C)(C)N(CC)C(C)C (diisopropylethylamine), CC1(C2=C(C(=CC=C2)P(C3=CC=CC=C3)C4=CC=CC=C4)OC5=C(C=CC=C51)P(C6=CC=CC=C6)C7=CC=CC=C7)C (Xantphos). The reagents and catalysts are C=1C=CC(=CC1)/C=C/C(=O)/C=C/C2=CC=CC=C2.C=1C=CC(=CC1)/C=C/C(=O)/C=C/C2=CC=CC=C2.C=1C=CC(=CC1)/C=C/C(=O)/C=C/C2=CC=CC=C2.[Pd].[Pd] (Tris(dibenzylideneacetone)dipalladium). The solvent is CN(C)C=O (DMF). Reaction conditions: temperature 100 celsius, time 1 hour. The product is BrC=1C=NC2=CC=C(C=C2C1)SC1=NN=C2N1N=C(C=C2)C (3-bromo-6-(6-methyl-[1,2,4]triazolo[4,3-b]pyridazin-3-ylsulfanyl)-quinoline). The yield is 57.6%. Reaction SMILES: [Br:1][C:2]1[CH:3]=[N:4][C:5]2[C:10]([CH:11]=1)=[CH:9][C:8](OS(C(F)(F)F)(=O)=O)=[CH:7][CH:6]=2.C(N(C(C)C)CC)(C)C.CC1(C)C2C(=C(P(C3C=CC=CC=3)C3C=CC=CC=3)C=CC=2)OC2C(P(C3C=CC=CC=3)C3C=CC=CC=3)=CC=CC1=2.[CH3:71][C:72]1[CH:73]=[CH:74][C:75]2[N:76]([C:78]([SH:81])=[N:79][N:80]=2)[N:77]=1.C>CN(C=O)C.C1C=CC(/C=C/C(/C=C/C2C=CC=CC=2)=O)=CC=1.C1C=CC(/C=C/C(/C=C/C2C=CC=CC=2)=O)=CC=1.C1C=CC(/C=C/C(/C=C/C2C=CC=CC=2)=O)=CC=1.[Pd].[Pd]>[Br:1][C:2]1[CH:3]=[N:4][C:5]2[C:10]([CH:11]=1)=[CH:9][C:8]([S:81][C:78]1[N:76]3[N:77]=[C:72]([CH3:71])[CH:73]=[CH:74][C:75]3=[N:80][N:79]=1)=[CH:7][CH:6]=2 |f:6.7.8.9.10|. Reported procedure: A solution of trifluoromethanesulfonic acid 3-bromo-quinolin-6-yl ester (973 mg, 2.74 mmol), diisopropylethylamine (0.87 mL, 4.98 mmol) in DMF (9 mL) under nitrogen was degassed by bubbling in nitrogen for 20 min. Tris(dibenzylideneacetone)dipalladium (114 mg, 0.124 mmol, Strem catalyst) and Xantphos (144 mg, 0.249 mmol) were added together in one portion, followed by 6-methyl-[1,2,4]triazolo[4,3-b]pyridazine-3-thiol (450 mg, 2.49 mmol) under a stream of nitrogen. The reaction mixture was stirre... Reactants: CN1C(N(C(C=C1C(F)(F)F)=O)C=1C=CC2=C(C(=NS2)C)C1)=O (1-methyl-3-(3-methyl-1,2-benzisothiazol-5-yl)-6-(trifluoromethyl)-2,4(1H,3H)-pyrimidinedione), S(=O)(=O)(Cl)Cl (sulfuryl chloride), ClCCCl (1,2-dichloroethane). The solvent is C(Cl)Cl (methylene chloride). Reaction conditions: time 5 hour. Product: ClC=1C(N(C(N(C1C(F)(F)F)C)=O)C=1C=CC2=C(C(=NS2)C)C1)=O (5-Chloro-1-methyl-3-(3-methyl-1,2-benzisothiazol-5-yl)-6-(trifluoromethyl)-2,4(1H,3H)-pyrimidinedione). The yield is 31.8%. As a reaction SMILES: [CH3:1][N:2]1[C:7]([C:8]([F:11])([F:10])[F:9])=[CH:6][C:5](=[O:12])[N:4]([C:13]2[CH:14]=[CH:15][C:16]3[S:20][N:19]=[C:18]([CH3:21])[C:17]=3[CH:22]=2)[C:3]1=[O:23].S(Cl)([Cl:27])(=O)=O.ClCCCl>C(Cl)Cl>[Cl:27][C:6]1[C:5](=[O:12])[N:4]([C:13]2[CH:14]=[CH:15][C:16]3[S:20][N:19]=[C:18]([CH3:21])[C:17]=3[CH:22]=2)[C:3](=[O:23])[N:2]([CH3:1])[C:7]=1[C:8]([F:9])([F:10])[F:11]. Procedure details: A mixture of 1-methyl-3-(3-methyl-1,2-benzisothiazol-5-yl)-6-(trifluoromethyl)-2,4(1H,3H)-pyrimidinedione (1.00 g, 0.00293 mol), sulfuryl chloride (2.00 g 0.0148 mol) and 1,2-dichloroethane is stirred for five hours at reflux, cooled to room temperature, and diluted with methylene chloride. The resultant mixture is washed with saturated sodium bicarbonate and brine, dried over anhydrous sodium sulfate, filtered and concentrated in vacuo to obtain a residue. The residue is chromatographed on sili... Reported procedure: 5-Amino-3-methylamino-1H-indazole can be obtained as described in Example 4 from 0.5 g of 3-methylamino-5-nitro-1H-indazole, 25 ml of ethanol, 5.2 g of ferrous sulfate, 8 ml of water and 6.2 ml of 32% aqueous ammonia. 0.1 g of 5-amino-3-methylamino-1H-indazole is thus obtained in the form of a cream powder melting at 215° C. Reactants: CNC1=NNC2=CC=C(C=C12)[N+](=O)[O-] (3-methylamino-5-nitro-1H-indazole), powder, N (ammonia), C(C)O (ethanol), ferrous sulfate. As a reaction SMILES: [CH3:1][NH:2][C:3]1[C:11]2[C:6](=[CH:7][CH:8]=[C:9]([N+:12]([O-])=O)[CH:10]=2)[NH:5][N:4]=1.C(O)C.N>O>[NH2:12][C:9]1[CH:10]=[C:11]2[C:6](=[CH:7][CH:8]=1)[NH:5][N:4]=[C:3]2[NH:2][CH3:1]. The solvent is O (water). Yields the product NC=1C=C2C(=NNC2=CC1)NC (5-amino-3-methylamino-1H-indazole). Isolated yield 23.7%. The reactants are C(C)(=O)C1=NC=CC=C1 (2-acetylpyridine), C(C)OC(NN)=O (ethylcarbazate). The solvent is C(C)O (ethanol). The product is N1=C(C=CC=C1)C(C)=NNC(=O)OCC (ethyl [1-(2-pyridinyl)ethylidene]carbazate). Yield: 36.7%. RXN SMILES: [C:1]([C:4]1[CH:9]=[CH:8][CH:7]=[CH:6][N:5]=1)(=O)[CH3:2].[CH2:10]([O:12][C:13](=[O:16])[NH:14][NH2:15])[CH3:11]>C(O)C>[N:5]1[CH:6]=[CH:7][CH:8]=[CH:9][C:4]=1[C:1](=[N:15][NH:14][C:13]([O:12][CH2:10][CH3:11])=[O:16])[CH3:2]. Reported procedure: A mixture of 6.06 gm (0.05 mole) of 2-acetylpyridine, 5.21 gm (0.05 mole) of ethylcarbazate and 100 ml of absolute ethanol is refluxed 2 hr. The hot solution is filtered. The filtrate is cooled to room temperature and then chilled in the refrigerator. The product is collected, washed with Skellysolve B and dried to yield 3.8 gm (37%) of the title compound having a melting point of 113.2° C. Procedure: A mixture of ethyl p-aminocinnamate, 5.9 g. 13-(4-chlorophenyl)tridecyl bromide and one equivalent of anhydrous powdered potassium carbonate in 50 ml. hexamethylphosphoramide is heated for 20 hours at 60° C. The mixture is then cooled, diluted with water and extracted with ether. The combined ether extracts are dried, filtered and evaporated. Crystallization from acetonitrile provides the title compound as white crystals. Product: ClC1=CC=C(C=C1)CCCCCCCCCCCCCNC1=CC=C(C=CC(=O)OCC)C=C1 (ethyl 4-[13-(4-chlorophenyl)tridecylamino]-cinnamate). Reactants: NC1=CC=C(C=CC(=O)OCC)C=C1 (ethyl p-aminocinnamate), CN(P(=O)(N(C)C)N(C)C)C (hexamethylphosphoramide), ClC1=CC=C(C=C1)CCCCCCCCCCCCCBr (13-(4-chlorophenyl)tridecyl bromide), C([O-])([O-])=O.[K+].[K+] (potassium carbonate). Solvent: O (water). As a reaction SMILES: [NH2:1][C:2]1[CH:14]=[CH:13][C:5]([CH:6]=[CH:7][C:8]([O:10][CH2:11][CH3:12])=[O:9])=[CH:4][CH:3]=1.[Cl:15][C:16]1[CH:21]=[CH:20][C:19]([CH2:22][CH2:23][CH2:24][CH2:25][CH2:26][CH2:27][CH2:28][CH2:29][CH2:30][CH2:31][CH2:32][CH2:33][CH2:34]Br)=[CH:18][CH:17]=1.C(=O)([O-])[O-].[K+].[K+].CN(C)P(N(C)C)(N(C)C)=O>O>[Cl:15][C:16]1[CH:21]=[CH:20][C:19]([CH2:22][CH2:23][CH2:24][CH2:25][CH2:26][CH2:27][CH2:28][CH2:29][CH2:30][CH2:31][CH2:32][CH2:33][CH2:34][NH:1][C:2]2[CH:3]=[CH:4][C:5]([CH:6]=[CH:7][C:8]([O:10][CH2:11][CH3:12])=[O:9])=[CH:13][CH:14]=2)=[CH:18][CH:17]=1 |f:2.3.4|. Starting materials: CCOC(=O)CCc1ccc(C#N)c(O)c1, CCO, [Na+], [OH-], O. Product: N#Cc1ccc(CCC(=O)O)cc1O. RXN SMILES: [CH2:1]([CH3:2])[O:3][C:4]([CH2:5][CH2:6][c:7]1[cH:8][c:9]([OH:15])[c:10]([C:13]#[N:14])[cH:11][cH:12]1)=[O:16].[CH3:19][CH2:20][OH:21].[Na+:18].[OH-:17].[OH2:22]>>[O:3]=[C:4]([CH2:5][CH2:6][c:7]1[cH:8][c:9]([OH:15])[c:10]([C:13]#[N:14])[cH:11][cH:12]1)[OH:16]. Starting materials: ClCCCl, O=C(O)c1cc(-c2ccccc2)sc1Cl, ClCCl, C1CNCCOC1, O. Product: O=C(c1cc(-c2ccccc2)sc1Cl)N1CCCOCC1. Reaction SMILES: [CH2:16]([Cl:17])[CH2:18][Cl:19].[Cl:1][c:2]1[s:3][c:4](-[c:10]2[cH:11][cH:12][cH:13][cH:14][cH:15]2)[cH:5][c:6]1[C:7](=[O:8])[OH:9].[Cl:28][CH2:29][Cl:30].[O:20]1[CH2:21][CH2:22][NH:23][CH2:24][CH2:25][CH2:26]1.[OH2:27]>>[Cl:1][c:2]1[s:3][c:4](-[c:10]2[cH:11][cH:12][cH:13][cH:14][cH:15]2)[cH:5][c:6]1[C:7](=[O:9])[N:23]1[CH2:22][CH2:21][O:20][CH2:26][CH2:25][CH2:24]1. Reactants: C1=2C(=O)OC(NC1=CC=CC2)=O (isatoic anhydride), FC1=CC=C(CCl)C=C1 (p-fluorobenzyl chloride), solution, [H-].[Na+] (sodium hydride). Solvent: CC(=O)N(C)C (dimethylacetamide). Conditions: time 20 minute. The product is FC1=CC=C(CN2C=3C(C(=O)OC2=O)=CC=CC3)C=C1 (N-(p-fluorobenzyl)isatoic anhydride). As a reaction SMILES: [C:1]12[C:7](=[CH:8][CH:9]=[CH:10][CH:11]=1)[NH:6][C:5](=[O:12])[O:4][C:2]2=[O:3].[H-].[Na+].[F:15][C:16]1[CH:23]=[CH:22][C:19]([CH2:20]Cl)=[CH:18][CH:17]=1>CC(N(C)C)=O>[F:15][C:16]1[CH:23]=[CH:22][C:19]([CH2:20][N:6]2[C:5](=[O:12])[O:4][C:2](=[O:3])[C:1]3=[CH:11][CH:10]=[CH:9][CH:8]=[C:7]23)=[CH:18][CH:17]=1 |f:1.2|. Procedure: To a solution of 16.3 g. of isatoic anhydride in 200 ml. of dimethylacetamide at room temperature is added sodium hydride obtained from 5.0 g. of 57% solution in mineral oil. The resulting mixture is stirred for 20 minutes and 16 g. of p-fluorobenzyl chloride is added followed by stirring at room temperature for about 15 hours. The resulting mixture is concentrated in vacuo to about one half its volume, a mixture of ice and water added and the resulting precipitate filtered off, washed with wate...